From a dataset of the Open Reaction Database (ORD), a public repository of structured organic reaction records. describe an organic reaction: reactants, conditions, products, and yield Starting materials: ClC=1C=CC2=C(C(S(CCC(N2)=O)(=O)=O)C2=C(C=CC=C2)F)C1 (8-chloro-6-(2-fluorophenyl)-1,3,4,6-tetrahydro-2-oxo-2H-5,1-benzothiazocine 5,5-dioxide), C(C)(C)(C)O (t-butanol), O (water), four, potassium t-butylate. Solvent: C(Cl)(Cl)(Cl)Cl (carbon tetrachloride). Run at temperature 35 celsius, time 35 minute. The product is ClC=1C=CC2=C(C(=CCC(N2)=O)C2=C(C=CC=C2)F)C1 (7-chloro-5-(2-fluorophenyl)-1,3-dihydro-2H-1-benzazepin-2-one). RXN SMILES: [Cl:1][C:2]1[CH:3]=[CH:4][C:5]2[NH:12][C:11](=[O:13])[CH2:10][CH2:9]S(=O)(=O)[CH:7]([C:16]3[CH:21]=[CH:20][CH:19]=[CH:18][C:17]=3[F:22])[C:6]=2[CH:23]=1.C(O)(C)(C)C.O>C(Cl)(Cl)(Cl)Cl>[Cl:1][C:2]1[CH:3]=[CH:4][C:5]2[NH:12][C:11](=[O:13])[CH2:10][CH:9]=[C:7]([C:16]3[CH:21]=[CH:20][CH:19]=[CH:18][C:17]=3[F:22])[C:6]=2[CH:23]=1. Procedure: 67.0 g of 8-chloro-6-(2-fluorophenyl)-1,3,4,6-tetrahydro-2-oxo-2H-5,1-benzothiazocine 5,5-dioxide are suspended in a mixture of 670 ml of carbon tetrachloride, 670 ml of t-butanol and 31.5 ml of water. The suspension is pre-warmed to 35° C. There are then rapidly added thereto while cooling four 51.5 g portions of potassium t-butylate (the temperature amounts to 45°-50°). The mixture is stirred for a further 35 minutes, the temperature dropping to about 35°. The mixture is poured on to ice, wher... Reactants: ClC1=NC(=C(C(=N1)Cl)C(=O)C1=CC=CC=C1)NC1=C(C=CC=C1)S(=O)(=O)C(C)C ((2,4-dichloro-6-(2-(isopropylsulfonyl)phenylamino)pyrimidin-5-yl)(phenyl)methanone), C(C)(C)OC1=C(N)C=C(C(=C1)C1CCN(CC1)CCOC)C (2-isopropoxy-4-(1-(2-methoxyethyl)piperidin-4-yl)-5-methylaniline). The reagents and catalysts are CCN(C(C)C)C(C)C (Hunig's Base). The solvent is CC(C)O (2-propanol). Conditions: temperature 150 celsius, time 2 hour. The product is ClC1=NC(=NC(=C1C(=O)C1=CC=CC=C1)NC1=C(C=CC=C1)S(=O)(=O)C(C)C)NC1=C(C=C(C(=C1)C)C1CCN(CC1)CCOC)OC(C)C ((4-chloro-2-(2-isopropoxy-4-(1-(2-methoxyethyl)piperidin-4-yl)-5-methylphenylamino)-6-(2-(isopropylsulfonyl)phenylamino)pyrimidin-5-yl)(phenyl)methanone). Reaction SMILES: Cl[C:2]1[N:7]=[C:6]([Cl:8])[C:5]([C:9]([C:11]2[CH:16]=[CH:15][CH:14]=[CH:13][CH:12]=2)=[O:10])=[C:4]([NH:17][C:18]2[CH:23]=[CH:22][CH:21]=[CH:20][C:19]=2[S:24]([CH:27]([CH3:29])[CH3:28])(=[O:26])=[O:25])[N:3]=1.[CH:30]([O:33][C:34]1[CH:40]=[C:39]([CH:41]2[CH2:46][CH2:45][N:44]([CH2:47][CH2:48][O:49][CH3:50])[CH2:43][CH2:42]2)[C:38]([CH3:51])=[CH:37][C:35]=1[NH2:36])([CH3:32])[CH3:31]>CCN(C(C)C)C(C)C.CC(O)C>[Cl:8][C:6]1[C:5]([C:9]([C:11]2[CH:16]=[CH:15][CH:14]=[CH:13][CH:12]=2)=[O:10])=[C:4]([NH:17][C:18]2[CH:23]=[CH:22][CH:21]=[CH:20][C:19]=2[S:24]([CH:27]([CH3:29])[CH3:28])(=[O:26])=[O:25])[N:3]=[C:2]([NH:36][C:35]2[CH:37]=[C:38]([CH3:51])[C:39]([CH:41]3[CH2:42][CH2:43][N:44]([CH2:47][CH2:48][O:49][CH3:50])[CH2:45][CH2:46]3)=[CH:40][C:34]=2[O:33][CH:30]([CH3:32])[CH3:31])[N:7]=1. Procedure details: To a 10 mL microwave reaction tube, (2,4-dichloro-6-(2-(isopropylsulfonyl)phenylamino)pyrimidin-5-yl)(phenyl)methanone (24.1 mg, 0.0548 mmol), 2-isopropoxy-4-(1-(2-methoxyethyl)piperidin-4-yl)-5-methylaniline (16.8 mg, 0.0548 mmol), 2-propanol (4 mL) and Hunig's Base (3 drops) were added successively. The resulting mixture was stirred at 150° C. for 2 hours by using a microwave machine. The reaction solution concentrated in vacuo to afford crude (4-chloro-2-(2-isopropoxy-4-(1-(2-methoxyethyl)pip...